This data is from the Open Reaction Database (ORD), a public repository of structured organic reaction records. The task is: describe an organic reaction: reactants, conditions, products, and yield The reactants are [O-]C(=S)c1ccccc1, O=C(CCNC(=O)OCc1ccccc1)NCCBr, CC(C)=O, [K+]. The product is O=C(CCNC(=O)OCc1ccccc1)NCCSC(=O)c1ccccc1. Reaction SMILES: [C:20]([c:21]1[cH:22][cH:23][cH:24][cH:25][cH:26]1)(=[S:27])[O-:28].[CH2:1]([c:2]1[cH:3][cH:4][cH:5][cH:6][cH:7]1)[O:8][C:9](=[O:10])[NH:11][CH2:12][CH2:13][C:14](=[O:15])[NH:16][CH2:17][CH2:18][Br:19].[CH3:30][C:31](=[O:32])[CH3:33].[K+:29]>>[CH2:1]([c:2]1[cH:3][cH:4][cH:5][cH:6][cH:7]1)[O:8][C:9](=[O:10])[NH:11][CH2:12][CH2:13][C:14](=[O:15])[NH:16][CH2:17][CH2:18][S:27][C:20]([c:21]1[cH:22][cH:23][cH:24][cH:25][cH:26]1)=[O:28].